From a dataset of the Open Reaction Database (ORD), a public repository of structured organic reaction records. describe an organic reaction: reactants, conditions, products, and yield Reactants: ClC=1C=C(C=C(C1)Cl)CS(=O)(=O)C=1C=C2/C(/C(NC2=CC1)=O)=C/C1=C(C(=C(N1)C)C(=O)O)C (5-[5-(3,5-Dichloro-phenylmethanesulfonyl)-2-oxo-1,2-dihydro-indol-(3Z)-ylidenemethyl]-2,4-dimethyl-1H-pyrrole-3-carboxylic acid), CCN=C=NCCCN(C)C.Cl (EDAC.HCl), TEA, N1CCC(CC1)O (piperidin-4-ol), C=1C=CC2=C(C1)N=NN2O (HOBt). The solvent is CN(C)C=O (DMF). Product: ClC=1C=C(C=C(C1)Cl)CS(=O)(=O)C=1C=C2/C(/C(NC2=CC1)=O)=C/C=1NC(=C(C1C)C(=O)N1CCC(CC1)O)C (5-(3,5-Dichloro-phenylmethanesulfonyl)-3-[1-[4-(4-hydroxy-piperidine-1-carbonyl)-3,5-dimethyl-1H-pyrrol-2-yl]-meth-(Z)-ylidene]-1,3-dihydro-indol-2-one). As a reaction SMILES: [Cl:1][C:2]1[CH:3]=[C:4]([CH2:9][S:10]([C:13]2[CH:14]=[C:15]3[C:19](=[CH:20][CH:21]=2)[NH:18][C:17](=[O:22])/[C:16]/3=[CH:23]\[C:24]2[NH:28][C:27]([CH3:29])=[C:26]([C:30](O)=[O:31])[C:25]=2[CH3:33])(=[O:12])=[O:11])[CH:5]=[C:6]([Cl:8])[CH:7]=1.[NH:34]1[CH2:39][CH2:38][CH:37]([OH:40])[CH2:36][CH2:35]1.C1C=CC2N(O)N=NC=2C=1.CCN=C=NCCCN(C)C.Cl>CN(C=O)C>[Cl:8][C:6]1[CH:5]=[C:4]([CH2:9][S:10]([C:13]2[CH:14]=[C:15]3[C:19](=[CH:20][CH:21]=2)[NH:18][C:17](=[O:22])/[C:16]/3=[CH:23]\[C:24]2[NH:28][C:27]([CH3:29])=[C:26]([C:30]([N:34]3[CH2:39][CH2:38][CH:37]([OH:40])[CH2:36][CH2:35]3)=[O:31])[C:25]=2[CH3:33])(=[O:11])=[O:12])[CH:3]=[C:2]([Cl:1])[CH:7]=1 |f:3.4|. Procedure details: 5-[5-(3,5-Dichloro-phenylmethanesulfonyl)-2-oxo-1,2-dihydro-indol-(3Z)-ylidenemethyl]-2,4-dimethyl-1H-pyrrole-3-carboxylic acid (120 mg, 0.24 mmol) was coupled with piperidin-4-ol (30 mg, 1.2 eq.) using HOBt (1.2 eq.), EDAC.HCl (1.2 eq.) and TEA (3 eq.) in DMF (25 mL) to give the titled compound. Starting materials: ClCCl, COc1ccc(C(O)C(C)C)cc1-c1ccc(F)cc1. Yields the product COc1ccc(C(=O)C(C)C)cc1-c1ccc(F)cc1. Reaction SMILES: [Cl:21][CH2:22][Cl:23].[F:1][c:2]1[cH:3][cH:4][c:5](-[c:8]2[cH:9][c:10]([CH:16]([CH:17]([CH3:18])[CH3:19])[OH:20])[cH:11][cH:12][c:13]2[O:14][CH3:15])[cH:6][cH:7]1>>[F:1][c:2]1[cH:3][cH:4][c:5](-[c:8]2[cH:9][c:10]([C:16]([CH:17]([CH3:18])[CH3:19])=[O:20])[cH:11][cH:12][c:13]2[O:14][CH3:15])[cH:6][cH:7]1. The reactants are CC(C)OC(=O)N=NC(=O)OC(C)C, CN(C)C=O, C=CCO, O=C1c2ccccc2C(=O)N1c1cc(O)[nH]n1, c1ccc(P(c2ccccc2)c2ccccc2)cc1. Yields the product C=CCOc1cc(N2C(=O)c3ccccc3C2=O)n[nH]1. RXN SMILES: [O:41]=[C:42]([O:43][CH:44]([CH3:45])[CH3:46])[N:47]=[N:48][C:49]([O:50][CH:51]([CH3:52])[CH3:53])=[O:54].[O:55]=[CH:56][N:57]([CH3:58])[CH3:59].[OH:20][CH2:21][CH:22]=[CH2:23].[OH:24][c:25]1[cH:26][c:27]([N:30]2[C:31](=[O:40])[c:32]3[cH:33][cH:34][cH:35][cH:36][c:37]3[C:38]2=[O:39])[n:28][nH:29]1.[c:1]1([P:2]([c:3]2[cH:4][cH:5][cH:6][cH:7][cH:8]2)[c:9]2[cH:10][cH:11][cH:12][cH:13][cH:14]2)[cH:15][cH:16][cH:17][cH:18][cH:19]1>>[O:20]([CH2:21][CH:22]=[CH2:23])[c:25]1[cH:26][c:27]([N:30]2[C:31](=[O:40])[c:32]3[cH:33][cH:34][cH:35][cH:36][c:37]3[C:38]2=[O:39])[n:28][nH:29]1.